From a dataset of the Open Reaction Database (ORD), a public repository of structured organic reaction records. describe an organic reaction: reactants, conditions, products, and yield Starting materials: C(C)Cl (ethyl chloride), CC1=C(C(=O)Cl)C(=CC(=C1)C)C (2,4,6-trimethylbenzoyl chloride), C(C)Cl (Ethyl chloride), C1(=CC=CC=C1)P(OCC)OC1=C(C=CC=C1)C(C)(C)C (monoethyl mono-2-tert-butylphenyl phenylphosphonite). Run in C(C)N(CC)CC (triethylamine). Yields the product C1(=CC=CC=C1)P(OC1=C(C=CC=C1)C(C)(C)C)(=O)C(C1=C(C=C(C=C1C)C)C)=O (2-tert-butylphenyl phenyl-2,4,6-trimethylbenzoylphosphinate). Isolated yield 87.0%. As a reaction SMILES: [CH3:1][C:2]1[CH:10]=[C:9]([CH3:11])[CH:8]=[C:7]([CH3:12])[C:3]=1[C:4](Cl)=[O:5].[C:13]1([P:19]([O:23][C:24]2[CH:29]=[CH:28][CH:27]=[CH:26][C:25]=2[C:30]([CH3:33])([CH3:32])[CH3:31])[O:20]CC)[CH:18]=[CH:17][CH:16]=[CH:15][CH:14]=1.C(Cl)C>C(N(CC)CC)C>[C:13]1([P:19]([C:4](=[O:5])[C:3]2[C:2]([CH3:1])=[CH:10][C:9]([CH3:11])=[CH:8][C:7]=2[CH3:12])(=[O:20])[O:23][C:24]2[CH:29]=[CH:28][CH:27]=[CH:26][C:25]=2[C:30]([CH3:32])([CH3:31])[CH3:33])[CH:18]=[CH:17][CH:16]=[CH:15][CH:14]=1. Procedure: 69.7 g (0.382 mol) of 2,4,6-trimethylbenzoyl chloride and 0.9 g of triethylamine were heated under a nitrogen atmosphere to 115° C. and 57.8 g (0.191 mol) of monoethyl mono-2-tert-butylphenyl phenylphosphonite were added dropwise in one hour with stirring. Ethyl chloride was given off as a gas and was condensed in a downstream cold trap. The mixture was further stirred for 2 hours. In total, 11.7 g of ethyl chloride (95% of theory) condensed. After distilling off the excess acid chloride, the re... Reactants: C(C)OC(CCN1C(=CC2=C(C=CC=C12)C)C(=O)OCC)C(=O)O (ethyl 1-(3-ethoxycarboxypropyl)-4-methyl-1H-indole-2-carboxylate), S(O)(O)(=O)=O (sulfuric acid), Cl (hydrochloric acid), ice water. Solvent: C(C)(=O)O (acetic acid). Reaction conditions: time 1.5 hour. The product is C(=O)(O)CCCN1C(=CC2=C(C=CC=C12)C)C(=O)OCC (ethyl 1-(3-carboxypropyl)-4-methyl-1H-indole-2-carboxylate). Yield: 65.6%. Reaction SMILES: C(O[CH:4]([C:22]([OH:24])=[O:23])[CH2:5][CH2:6][N:7]1[C:15]2[C:10](=[C:11]([CH3:16])[CH:12]=[CH:13][CH:14]=2)[CH:9]=[C:8]1[C:17]([O:19][CH2:20][CH3:21])=[O:18])C.S(=O)(=O)(O)O.Cl>C(O)(=O)C>[C:22]([CH2:4][CH2:5][CH2:6][N:7]1[C:15]2[C:10](=[C:11]([CH3:16])[CH:12]=[CH:13][CH:14]=2)[CH:9]=[C:8]1[C:17]([O:19][CH2:20][CH3:21])=[O:18])([OH:24])=[O:23]. Reported procedure: A mixture of ethyl 1-(3-ethoxycarboxypropyl)-4-methyl-1H-indole-2-carboxylate (15.4 g, 48.5 mmol), acetic acid (250 ml) and 30% sulfuric acid (125 ml) was stirred at 70°-75° C. for 1.5 hours. The reaction mixture was cooled to room temperature and then poured into ice water, followed by extraction with ethyl acetate (twice). Subsequently, the organic layer was extracted with aqueous ammonia (prepared from 130 ml of 28% aqueous ammonia and 100 ml of water), and the aqueous layer thus obtained was... Starting materials: COc1ccc(COC(c2ccc(O[Si](C)(C)C(C)(C)C)cc2)(C(F)(F)F)C(F)(F)F)cc1, CCCC[N+](CCCC)(CCCC)CCCC, C1CCOC1, [F-], [K+], O=S(=O)([O-])O. The product is COc1ccc(COC(c2ccc(O)cc2)(C(F)(F)F)C(F)(F)F)cc1. Reaction SMILES: [C:1]([Si:2]([CH3:3])([CH3:4])[O:6][c:7]1[cH:8][cH:9][c:10]([C:13]([C:14]([F:15])([F:16])[F:17])([C:18]([F:19])([F:20])[F:21])[O:22][CH2:23][c:24]2[cH:25][cH:26][c:27]([O:30][CH3:31])[cH:28][cH:29]2)[cH:11][cH:12]1)([CH3:5])([CH3:32])[CH3:33].[CH2:35]([N+:36]([CH2:37][CH2:38][CH2:39][CH3:40])([CH2:41][CH2:42][CH2:43][CH3:44])[CH2:45][CH2:46][CH2:47][CH3:48])[CH2:49][CH2:50][CH3:51].[CH2:58]1[O:59][CH2:60][CH2:61][CH2:62]1.[F-:34].[K+:57].[S:52](=[O:53])(=[O:54])([OH:55])[O-:56]>>[OH:6][c:7]1[cH:8][cH:9][c:10]([C:13]([C:14]([F:15])([F:16])[F:17])([C:18]([F:19])([F:20])[F:21])[O:22][CH2:23][c:24]2[cH:25][cH:26][c:27]([O:30][CH3:31])[cH:28][cH:29]2)[cH:11][cH:12]1.